From a dataset of the Open Reaction Database (ORD), a public repository of structured organic reaction records. describe an organic reaction: reactants, conditions, products, and yield Reactants: CC(C)(C)OC(=O)N1CCC(N)C1, COc1cc(-c2ncnc3c(C(=O)O)c[nH]c23)c(OCC2CC2)cc1F. Product: COc1cc(-c2ncnc3c(C(=O)NC4CCN(C(=O)OC(C)(C)C)C4)c[nH]c23)c(OCC2CC2)cc1F. RXN SMILES: [C:27]([CH3:28])([CH3:29])([CH3:30])[O:31][C:32](=[O:33])[N:34]1[CH2:35][CH:36]([NH2:39])[CH2:37][CH2:38]1.[CH:1]1([CH2:4][O:5][c:6]2[c:7](-[c:15]3[c:16]4[c:17]([n:18][cH:19][n:20]3)[c:21]([C:24](=[O:25])[OH:26])[cH:22][nH:23]4)[cH:8][c:9]([O:13][CH3:14])[c:10]([F:12])[cH:11]2)[CH2:2][CH2:3]1>>[CH:1]1([CH2:4][O:5][c:6]2[c:7](-[c:15]3[c:16]4[c:17]([n:18][cH:19][n:20]3)[c:21]([C:24](=[O:26])[NH:39][CH:36]3[CH2:35][N:34]([C:32]([O:31][C:27]([CH3:28])([CH3:29])[CH3:30])=[O:33])[CH2:38][CH2:37]3)[cH:22][nH:23]4)[cH:8][c:9]([O:13][CH3:14])[c:10]([F:12])[cH:11]2)[CH2:2][CH2:3]1. The reactants are S(=O)(=O)(Cl)Cl (sulfuryl chloride), N\C(=C\1/C(C2=C(S1)C=CC=C2)=O)\C2=CC=C(C=C2)F ((E)-2-[(amino)-4-fluorophenylmethylene]-benzo[b]thiophen-3(2H)-one), C(C)O (ethanol). Solvent: ClC(C)Cl (dichloroethane), ClCCl (dichloromethane). Run at temperature -70 celsius, time 15 hour. Yields the product N\C(=C\1/C(C2=C(S1=O)C=CC=C2)=O)\C2=CC=C(C=C2)F ((E)-2-[(Amino)-4-fluorophenylmethylene]-benzo[b]thiophen-3(2H)-one-1-oxide). Reaction SMILES: [NH2:1]/[C:2](/[C:13]1[CH:18]=[CH:17][C:16]([F:19])=[CH:15][CH:14]=1)=[C:3]1\[C:4](=[O:12])[C:5]2[CH:11]=[CH:10][CH:9]=[CH:8][C:6]=2[S:7]\1.S(Cl)(Cl)(=O)=[O:21].C(O)C>ClCCl.ClC(Cl)C>[NH2:1]/[C:2](/[C:13]1[CH:14]=[CH:15][C:16]([F:19])=[CH:17][CH:18]=1)=[C:3]1\[C:4](=[O:12])[C:5]2[CH:11]=[CH:10][CH:9]=[CH:8][C:6]=2[S:7]\1=[O:21]. Procedure: 2.61 gm (9.61 mmols) of (E)-2-[(amino)-4-fluorophenylmethylene]-benzo[b]thiophen-3(2H)-one were dissolved in 50 ml of dichloromethane, the solution was cooled to -70° C, and then a solution of 1.5 gm (11.1 mmols) of sulfuryl chloride in 5 ml of dichloroethane was added dropwise thereto. After 15 hours, 20 ml of 95% ethanol were added, and the reaction mixture was brought to room temperature by removal of the cooling bath. It was then neutralized with aqueous sodium carbonate, the dichloromethane...